Dataset: the Open Reaction Database (ORD), a public repository of structured organic reaction records. Task: describe an organic reaction: reactants, conditions, products, and yield Reactants: O=C([O-])O, O=C(Cl)Cl, ClCCl, [Na+], O=C(CN1CCNCC1)N1CCOCC1. The product is O=C(Cl)N1CCN(CC(=O)N2CCOCC2)CC1. RXN SMILES: [C:16](=[O:17])([OH:18])[O-:19].[Cl:21][C:22]([Cl:23])=[O:24].[Cl:25][CH2:26][Cl:27].[Na+:20].[O:1]1[CH2:2][CH2:3][N:4]([C:7]([CH2:8][N:9]2[CH2:10][CH2:11][NH:12][CH2:13][CH2:14]2)=[O:15])[CH2:5][CH2:6]1>>[O:1]1[CH2:2][CH2:3][N:4]([C:7]([CH2:8][N:9]2[CH2:10][CH2:11][N:12]([C:22]([Cl:21])=[O:24])[CH2:13][CH2:14]2)=[O:15])[CH2:5][CH2:6]1.